This data is from the Open Reaction Database (ORD), a public repository of structured organic reaction records. The task is: describe an organic reaction: reactants, conditions, products, and yield Starting materials: ClC1=CC(=C(C=C1)C=1NC=C(N1)C1=NC(=NN1C(C)C)C)F (5-(2-(4-chloro-2-fluorophenyl)-1H-imidazol-4-yl)-1-isopropyl-3-methyl-1H-1,2,4-triazole), ClC1=CC(=C(C#N)C=C1)F (4-chloro-2-fluorobenzonitrile), NO (hydroxylamine), nitrile, ClC1=CC(=C(C#N)C=C1)F (4-chloro-2-fluorobenzonitrile). Product: ClC1=CC(=C(C(NO)=N)C=C1)F (4-chloro-2-fluoro-N-hydroxybenzimidamide). Reaction SMILES: [Cl:1][C:2]1[CH:7]=[CH:6][C:5]([C:8]2[NH:9]C=C(C3N(C(C)C)N=C(C)N=3)[N:12]=2)=[C:4]([F:22])[CH:3]=1.ClC1C=CC(C#N)=C(F)C=1.N[OH:34]>>[Cl:1][C:2]1[CH:7]=[CH:6][C:5]([C:8](=[NH:9])[NH:12][OH:34])=[C:4]([F:22])[CH:3]=1. Procedure: Scheme 15 shows the synthesis of 5-(2-(4-chloro-2-fluorophenyl)-1H-imidazol-4-yl)-1-isopropyl-3-methyl-1H-1,2,4-triazole 44 from 4-chloro-2-fluorobenzonitrile 38. Addition of hydroxylamine to the nitrile of 38 gave 4-chloro-2-fluoro-N-hydroxybenzimidamide 39. Michael addition of 39 to ethyl propiolate gave ethyl 3-(4-chloro-2-fluorobenzimidamidooxy)acrylate 40. Heating 40 in diphenyl oxide gave cyclized imidazole, ethyl 2-(4-chloro-2-fluorophenyl)-1H-imidazole-4-carboxylate 41. Saponification of... Starting materials: Cl.CC1=C(C=CC=2C(OCC21)=O)CCN2CCNCC2 (4-methyl-5-(2-piperazin-1-ylethyl)-2-benzofuran-1(3H)-one hydrochloride), BrC1=C(C2=C(C(OC2)=O)C=C1)C(F)(F)F (5-bromo-4-(trifluoromethyl)-2-benzofuran-1(3H)-one). Product: Cl.N1(CCNCC1)CCC1=C(C2=C(C(OC2)=O)C=C1)C(F)(F)F (5-[2-(piperazin-1-yl)ethyl]-4-(trifluoromethyl)-2-benzofuran-1(3H)-one hydrochloride). Reaction SMILES: [ClH:1].CC1C2COC(=O)C=2C=CC=1[CH2:13][CH2:14][N:15]1[CH2:20][CH2:19][NH:18][CH2:17][CH2:16]1.Br[C:22]1[CH:31]=[CH:30][C:25]2[C:26](=[O:29])[O:27][CH2:28][C:24]=2[C:23]=1[C:32]([F:35])([F:34])[F:33]>>[ClH:1].[N:15]1([CH2:14][CH2:13][C:22]2[CH:31]=[CH:30][C:25]3[C:26](=[O:29])[O:27][CH2:28][C:24]=3[C:23]=2[C:32]([F:35])([F:34])[F:33])[CH2:20][CH2:19][NH:18][CH2:17][CH2:16]1 |f:0.1,3.4|. Reported procedure: 5-[2-(piperazin-1-yl)ethyl]-4-(trifluoromethyl)-2-benzofuran-1(3H)-one hydrochloride was prepared in an analogous fashion to that described for the synthesis of 4-methyl-5-(2-piperazin-1-ylethyl)-2-benzofuran-1(3H)-one hydrochloride above starting from 5-bromo-4-(trifluoromethyl)-2-benzofuran-1(3H)-one. LC-MS (IE, m/z): 315 [M+1]+; Starting materials: C[S+](C)(C)=O, CS(C)=O, [H-], [I-], [Na+], O=C1COc2ccccc2OC1. Product: c1ccc2c(c1)OCC1(CO2)CO1. As a reaction SMILES: [CH3:16][S+:17]([CH3:18])([CH3:19])=[O:20].[CH3:21][S:22](=[O:23])[CH3:24].[H-:13].[I-:15].[Na+:14].[O:1]=[C:2]1[CH2:3][O:4][c:5]2[c:6]([cH:9][cH:10][cH:11][cH:12]2)[O:7][CH2:8]1>>[O:1]1[C:2]2([CH2:3][O:4][c:5]3[c:6]([cH:9][cH:10][cH:11][cH:12]3)[O:7][CH2:8]2)[CH2:16]1. The reactants are [C-]#N, CCCCNc1nc(N)nc(C)c1Cc1ccc(CCl)cc1OC, CS(C)=O, CCOC(C)=O, [K+], [Na+], O=C([O-])O, CN(C)C=O. Product: CCCCNc1nc(N)nc(C)c1Cc1ccc(CC#N)cc1OC. Reaction SMILES: [C-:1]#[N:2].[CH2:4]([CH2:5][CH2:6][CH3:7])[NH:8][c:9]1[n:10][c:11]([NH2:27])[n:12][c:13]([CH3:26])[c:14]1[CH2:15][c:16]1[c:17]([O:24][CH3:25])[cH:18][c:19]([CH2:22][Cl:23])[cH:20][cH:21]1.[CH3:33][S:34]([CH3:35])=[O:36].[CH3:37][CH2:38][O:39][C:40]([CH3:41])=[O:42].[K+:3].[Na+:47].[O-:43][C:44]([OH:45])=[O:46].[O:28]=[CH:29][N:30]([CH3:31])[CH3:32]>>[C:1](#[N:2])[CH2:22][c:19]1[cH:18][c:17]([O:24][CH3:25])[c:16]([CH2:15][c:14]2[c:9]([NH:8][CH2:4][CH2:5][CH2:6][CH3:7])[n:10][c:11]([NH2:27])[n:12][c:13]2[CH3:26])[cH:21][cH:20]1. Product: C(C)N1C(=O)N(C(=O)C1(C)C)SC(Cl)(Cl)Cl (1-Ethyl-3-trichloromethylthio-5,5-dimethylhydantoin). Isolated yield 52.4%. Run at temperature 7 celsius, time 10 minute. Run in C(Cl)Cl (methylene chloride). Reagents/catalysts: CCCCCCCC[N+](C)(CCCCCCCC)CCCCCCCC.[Cl-] (Aliquat® 336). Starting materials: C(C)N1C(=O)NC(=O)C1(C)C (1-ethyl-5,5-dimethylhydantoin), product, ClC(SCl)(Cl)Cl (trichloromethylsulfenyl chloride), [OH-].[Na+] (sodium hydroxide). RXN SMILES: [CH2:1]([N:3]1[C:9]([CH3:11])([CH3:10])[C:7](=[O:8])[NH:6][C:4]1=[O:5])[CH3:2].[Cl:12][C:13]([Cl:17])([Cl:16])[S:14]Cl.[OH-].[Na+]>CCCCCCCC[N+](CCCCCCCC)(CCCCCCCC)C.[Cl-].C(Cl)Cl>[CH2:1]([N:3]1[C:9]([CH3:10])([CH3:11])[C:7](=[O:8])[N:6]([S:14][C:13]([Cl:17])([Cl:16])[Cl:12])[C:4]1=[O:5])[CH3:2] |f:2.3,4.5|. Procedure: A mixture of 15.6 g (0.1 mole) 1-ethyl-5,5-dimethylhydantoin (the product of Example 3), 19.5 g (0.1 moles) trichloromethylsulfenyl chloride and 1.2 g Aliquat® 336 in 100 ml methylene chloride was stirred vigorously for about 10 minutes. The reaction mixture was cooled to about 7° C. in an ice bath; 25 g (0.125 moles) of pre-cooled 20% aqueous sodium hydroxide were added at once. After the addition, the temperature of the reaction mixture rose to 27° C.; when the temperature returned to about 7°...